describe an organic reaction: reactants, conditions, products, and yield From a dataset of the Open Reaction Database (ORD), a public repository of structured organic reaction records. Starting materials: C1CCC(=O)C2=CC=CC=C2C1 (benzosuberone), Cl.Cl.COC1=C(C=CC=C1)N1CCNCC1 (N-(2-methoxyphenyl)piperazine, dihydrochloride), C=O (formalin). Run in C(C)O (ethanol). Reaction conditions: time 30 minute. Yields the product Cl.COC1=C(C=CC=C1)N1CCN(CC1)CC1C(C2=C(CCC1)C=CC=C2)=O (6,7,8,9-Tetrahydro-6-[[4-(2-methoxyphenyl)-1-piperazinyl]methyl]-5H-benzocyclohepten-5-one, hydrochloride). The yield is 34.6%. As a reaction SMILES: [CH2:1]1[CH2:12][C:11]2[C:6](=[CH:7][CH:8]=[CH:9][CH:10]=2)[C:4](=[O:5])[CH2:3][CH2:2]1.[ClH:13].Cl.[CH3:15][O:16][C:17]1[CH:22]=[CH:21][CH:20]=[CH:19][C:18]=1[N:23]1[CH2:28][CH2:27][NH:26][CH2:25][CH2:24]1.[CH2:29]=O>C(O)C>[ClH:13].[CH3:15][O:16][C:17]1[CH:22]=[CH:21][CH:20]=[CH:19][C:18]=1[N:23]1[CH2:28][CH2:27][N:26]([CH2:29][CH:3]2[CH2:2][CH2:1][CH2:12][C:11]3[CH:10]=[CH:9][CH:8]=[CH:7][C:6]=3[C:4]2=[O:5])[CH2:25][CH2:24]1 |f:1.2.3,6.7|. Reported procedure: A mixture of benzosuberone (4.5 g), N-(2-methoxyphenyl)piperazine, dihydrochloride (7.5 g), 37% formalin (2.5 g), and absolute ethanol (30 ml) is heated on a steam bath with stirring for 30 minutes. The solution is allowed to stand overnight at room temperature. The reaction mixture is then concentrated in vacuo, basified with concentrated ammonium hydroxide, and extracted with ether. Concentration of the dried ether solution gives a crude product that is chromatographed on a silica gel column u... The reactants are three, S1C(NC(C1)=O)=O (Thiazolidine-2,4-dione), [H-].[Na+] (sodium hydride), C(C)I (ethyl iodide). Run in CN(C)C=O (DMF), O (water), CN(C)C=O (DMF). Run at temperature 50 celsius, time 1 hour. Yields the product C(C)N1C(SCC1=O)=O (3-ethylthiazolidine-2,4-dione). Yield: 80.7%. RXN SMILES: [H-].[Na+].[S:3]1[CH2:7][C:6](=[O:8])[NH:5][C:4]1=[O:9].[CH2:10](I)[CH3:11]>CN(C=O)C.O>[CH2:10]([N:5]1[C:6](=[O:8])[CH2:7][S:3][C:4]1=[O:9])[CH3:11] |f:0.1|. Reported procedure: To a 100 ml three necked round bottom flask, sodium hydride (60% in paraffin) (0.188 g, 0.00470 mole) was taken in DMF (2.0 ml). Thiazolidine-2,4-dione (0.5 g, 0.00427 mole) in DMF (3 ml) was slowly added at 0° C. over 15 min under nitrogen atmosphere. After addition was complete, the reaction mixture was stirred for 1 hr at 50° C. The reaction was then cooled to 0° C., followed by drop wise addition of ethyl iodide (0.41 ml, 0.00512 mole) at 0° C. The reaction mixture was warmed up to RT and st... Starting materials: C(C=C)OC1(CCN(CC1)C1=C(C(=CC=2N1C=C(N2)C2=CC(=CC=C2)Br)C)C(C(=O)OC)=O)C (methyl 2-(5-(4-(allyloxy)-4-methylpiperidin-1-yl)-2-(3-bromophenyl)-7-methylimidazo[1,2-a]pyridin-6-yl)-2-oxoacetate), C(CC=C)C1(CCN(CC1)C1=C(C(=CC=2N1C=C(N2)C(=O)OCC)C)[C@@H](C(=O)OC)O)C ((S)-ethyl 5-(4-(but-3-en-1-yl)-4-methylpiperidin-1-yl)-6-(1-hydroxy-2-methoxy-2-oxoethyl)-7-methylimidazo[1,2-a]pyridine-2-carboxylate). Product: C(C=C)OC1(CCN(CC1)C1=C(C(=CC=2N1C=C(N2)C2=CC(=CC=C2)Br)C)[C@@H](C(=O)OC)O)C ((S)-Methyl 2-(5-(4-(allyloxy)-4-methylpiperidin-1-yl)-2-(3-bromophenyl)-7-methylimidazo[1,2-a]pyridin-6-yl)-2-hydroxyacetate). Isolated yield 80.0%. As a reaction SMILES: [CH2:1]([O:4][C:5]1([CH3:34])[CH2:10][CH2:9][N:8]([C:11]2[N:16]3[CH:17]=[C:18]([C:20]4[CH:25]=[CH:24][CH:23]=[C:22]([Br:26])[CH:21]=4)[N:19]=[C:15]3[CH:14]=[C:13]([CH3:27])[C:12]=2[C:28](=[O:33])[C:29]([O:31][CH3:32])=[O:30])[CH2:7][CH2:6]1)[CH:2]=[CH2:3].C(C1(C)CCN(C2N3C=C(C(OCC)=O)N=C3C=C(C)C=2[C@H](O)C(OC)=O)CC1)CC=C>>[CH2:1]([O:4][C:5]1([CH3:34])[CH2:10][CH2:9][N:8]([C:11]2[N:16]3[CH:17]=[C:18]([C:20]4[CH:25]=[CH:24][CH:23]=[C:22]([Br:26])[CH:21]=4)[N:19]=[C:15]3[CH:14]=[C:13]([CH3:27])[C:12]=2[C@H:28]([OH:33])[C:29]([O:31][CH3:32])=[O:30])[CH2:7][CH2:6]1)[CH:2]=[CH2:3]. Procedure details: Prepared from methyl 2-(5-(4-(allyloxy)-4-methylpiperidin-1-yl)-2-(3-bromophenyl)-7-methylimidazo[1,2-a]pyridin-6-yl)-2-oxoacetate in 80% yield following the same procedure as (S)-ethyl 5-(4-(but-3-en-1-yl)-4-methylpiperidin-1-yl)-6-(1-hydroxy-2-methoxy-2-oxoethyl)-7-methylimidazo[1,2-a]pyridine-2-carboxylate. 1H NMR (400 MHz, CDCl3) δ 8.06 (s, 1H), 8.01 (s, 1H), 7.96 (br. s., 1H), 7.51-7.31 (m, 3H), 6.24-6.09 (m, 1H), 5.58-5.50 (m, 2H), 5.46-5.40 (m, 1H), 4.83-4.72 (m, 1H), 4.02 (d, J=5.0 Hz, 2... Starting materials: CCOC(C)=O, CCOC(=O)C1(C(C)C)CC2COC(c3ccccc3)N2C1=O, CCCCCC, Cc1ccccc1, [Na+], C1CCOC1, [OH-], O=C(O)CC(O)(CC(=O)O)C(=O)O. Product: CC(C)C1CC2COC(c3ccccc3)N2C1=O. RXN SMILES: [C:7]([O:8][CH2:9][CH3:10])(=[O:11])[CH3:12].[CH2:13]([O:14][C:15](=[O:16])[C:18]1([CH:33]([CH3:34])[CH3:35])[CH2:19][CH:20]2[N:21]([CH:22]([c:25]3[cH:26][cH:27][cH:28][cH:29][cH:30]3)[O:23][CH2:24]2)[C:31]1=[O:32])[CH3:17].[CH3:1][CH2:2][CH2:3][CH2:4][CH2:5][CH3:6].[CH3:56][c:57]1[cH:58][cH:59][cH:60][cH:61][cH:62]1.[Na+:37].[O:51]1[CH2:52][CH2:53][CH2:54][CH2:55]1.[OH-:36].[OH:38][C:39]([CH2:40][C:41]([C:42](=[O:43])[OH:44])([CH2:45][C:46](=[O:47])[OH:48])[OH:49])=[O:50]>>[CH:18]1([CH:33]([CH3:34])[CH3:35])[CH2:19][CH:20]2[N:21]([CH:22]([c:25]3[cH:26][cH:27][cH:28][cH:29][cH:30]3)[O:23][CH2:24]2)[C:31]1=[O:32]. The reactants are ClCCCl, Cc1c(C(=O)O)sc2nc[nH]c(=O)c12, CN(C)c1ccncc1, ClCCl, CN(C)C=O, c1ccc(N2CCNCC2)cc1. The product is Cc1c(C(=O)N2CCN(c3ccccc3)CC2)sc2nc[nH]c(=O)c12. As a reaction SMILES: [CH2:18]([Cl:19])[CH2:20][Cl:21].[CH3:1][c:2]1[c:3]([C:12](=[O:13])[OH:14])[s:4][c:5]2[n:6][cH:7][nH:8][c:9](=[O:11])[c:10]12.[CH3:34][N:35]([c:36]1[cH:37][cH:38][n:39][cH:40][cH:41]1)[CH3:42].[Cl:15][CH2:16][Cl:17].[O:43]=[CH:44][N:45]([CH3:46])[CH3:47].[c:22]1([N:28]2[CH2:29][CH2:30][NH:31][CH2:32][CH2:33]2)[cH:23][cH:24][cH:25][cH:26][cH:27]1>>[CH3:1][c:2]1[c:3]([C:12](=[O:14])[N:31]2[CH2:30][CH2:29][N:28]([c:22]3[cH:23][cH:24][cH:25][cH:26][cH:27]3)[CH2:33][CH2:32]2)[s:4][c:5]2[n:6][cH:7][nH:8][c:9](=[O:11])[c:10]12. The yield is 67.6%. The reactants are C(C)(=O)Cl (acetyl chlorine), OC1=C(C(=O)O)C=CC=C1 (hydroxy-benzoic acid), C(C)(=O)Cl (acetyl chloride). Procedure: 50 g (0.36 mole) of hydroxy-benzoic acid are dissolved in methanol in a 1 liter capacity Erlenmeyer. The mixture is cooled to a temperature of about 5° C. Thereafter, 70 ml (1 mole) of acetyl chlorine are added drop by drop and the mixture is left to return to ambient temperature. A magnetic stirring is carried out over a period of about ten hours. The methanol is then flushed out under vacuum, in the same way as the hydrochloric acid that is formed and the remaining acetyl chloride. 55 g of a s... As a reaction SMILES: O[C:2]1[CH:10]=C[CH:8]=[CH:7][C:3]=1[C:4]([OH:6])=[O:5].[C:11](Cl)(=[O:13])[CH3:12]>CO>[OH:13][C:11]1[CH:10]=[CH:2][C:3]([C:4]([OH:6])=[O:5])=[C:7]([CH3:8])[CH:12]=1. Product: OC1=CC(=C(C(=O)O)C=C1)C (para-hydroxy-methyl-benzoic acid). Run at temperature 5 celsius. The solvent is CO (methanol).